Dataset: the Open Reaction Database (ORD), a public repository of structured organic reaction records. Task: describe an organic reaction: reactants, conditions, products, and yield The reactants are C(C)(C)(C)OC(NC(CCC1=CC=NC=C1)C(=O)N1CCC(CC1)C)=O (tert-butyl{1-[(4-methylpiperidin-1-yl)carbonyl]-3-pyridin-4-ylpropyl}carbamate), N1C=CC=2C(=CC=CC12)S(=O)(=O)Cl (indole-4-sulfonyl chloride), Example 49. The product is CC1CCN(CC1)C(=O)C(CCC1=CC=NC=C1)NS(=O)(=O)C=1C=2C=CNC2C=CC1 (N-{1-[(4-methylpiperidin-1-yl)carbonyl]-3-pyridin-4-ylpropyl}-1H-indole-4-sulfonamide). As a reaction SMILES: C(OC(=O)[NH:7][CH:8]([C:17]([N:19]1[CH2:24][CH2:23][CH:22]([CH3:25])[CH2:21][CH2:20]1)=[O:18])[CH2:9][CH2:10][C:11]1[CH:16]=[CH:15][N:14]=[CH:13][CH:12]=1)(C)(C)C.[NH:27]1[C:35]2[CH:34]=[CH:33][CH:32]=[C:31]([S:36](Cl)(=[O:38])=[O:37])[C:30]=2[CH:29]=[CH:28]1>>[CH3:25][CH:22]1[CH2:21][CH2:20][N:19]([C:17]([CH:8]([NH:7][S:36]([C:31]2[C:30]3[CH:29]=[CH:28][NH:27][C:35]=3[CH:34]=[CH:33][CH:32]=2)(=[O:37])=[O:38])[CH2:9][CH2:10][C:11]2[CH:12]=[CH:13][N:14]=[CH:15][CH:16]=2)=[O:18])[CH2:24][CH2:23]1. Procedure details: Example 53 is prepared from 70 mg (0.19 mmol) of tert-butyl{1-[(4-methylpiperidin-1-yl)carbonyl]-3-pyridin-4-ylpropyl}carbamate and indole-4-sulfonyl chloride in the same manner as Example 49 (51 mg, 60% yield). ESI MS Calc. 440.2; Found: 441.3 (M+H)+. Reactants: O (H2O), NC1=C(C(=NC(=C1F)C1=C(C=C(C=C1)C#N)F)C(=O)OC)Cl (methyl 4-amino-3-chloro-6-(4-cyano-2-fluorophenyl)-5-fluoropicolinate), O.[OH-].[Li+] (lithium hydroxide hydrate), CO (methanol). The solvent is O1CCCC1 (tetrahydrofuran). Reaction conditions: time 2 hour. Product: NC1=C(C(=NC(=C1F)C1=C(C=C(C=C1)C#N)F)C(=O)O)Cl (4-amino-3-chloro-6-(4-cyano-2-fluorophenyl)-5-fluoropicolinic acid). Isolated yield 17.3%. As a reaction SMILES: [NH2:1][C:2]1[C:7]([F:8])=[C:6]([C:9]2[CH:14]=[CH:13][C:12]([C:15]#[N:16])=[CH:11][C:10]=2[F:17])[N:5]=[C:4]([C:18]([O:20]C)=[O:19])[C:3]=1[Cl:22].O.[OH-].[Li+].CO.O>O1CCCC1>[NH2:1][C:2]1[C:7]([F:8])=[C:6]([C:9]2[CH:14]=[CH:13][C:12]([C:15]#[N:16])=[CH:11][C:10]=2[F:17])[N:5]=[C:4]([C:18]([OH:20])=[O:19])[C:3]=1[Cl:22] |f:1.2.3|. Reported procedure: In a 50-mL round bottom flask, equipped with a stir bar, methyl 4-amino-3-chloro-6-(4-cyano-2-fluorophenyl)-5-fluoropicolinate (351 mg, 1.084 mmol) and lithium hydroxide hydrate (100 mg, 2.383 mmol) were dissolved in tetrahydrofuran (2.0 mL), methanol (2.0 mL) and H2O (1.0 mL). The reaction was stirred at room temperature for 2 hours. The solvent was then removed by rotary evaporator. The resulting solid was treated with H2O, which was then adjusted to pH-3.0 with 1 N HCl, and extracted with eth... Starting materials: ONCC(=O)N[C@@H](CCCCN)C(=O)O (HO-GlyLys), C1=CC(=CC=C1[N+](=O)[O-])O (p-nitrophenol), C1CCC(CC1)N=C=NC2CCCCC2 (DCC), CCOC(=O)C (EtOAc), CCOC(=O)C (EtOAc), CCOC(=O)C (EtOAc). Run at time 5 minute. Product: crude material, C1=CC(=CC=C1NC(=O)C(=O)O)[N+](=O)O.NCC(=O)N[C@@H](CCCCN)C(=O)O (PNPO GlyLys). As a reaction SMILES: O[NH:2][CH2:3][C:4]([NH:6][C@H:7]([C:13]([OH:15])=[O:14])[CH2:8][CH2:9][CH2:10][CH2:11][NH2:12])=[O:5].[CH:16]1[C:21]([N+:22]([O-:24])=[O:23])=[CH:20][CH:19]=[C:18](O)[CH:17]=1.C1CCC(N=C=NC2CCCCC2)CC1.CC[O:43]C(C)=O>>[CH:17]1[C:18]([NH:6][C:7]([C:13]([OH:15])=[O:14])=[O:43])=[CH:19][CH:20]=[C:21]([N+:22]([OH:24])=[O:23])[CH:16]=1.[NH2:2][CH2:3][C:4]([NH:6][C@H:7]([C:13]([OH:15])=[O:14])[CH2:8][CH2:9][CH2:10][CH2:11][NH2:12])=[O:5] |f:4.5|. Procedure details: To a magnetically stirred solution of HO-GlyLys [ε-CBz] [α-Lys] [Boc]2 (430 mg, 0.65 mmol) and EtOAc (10 ml) was added, in the following order, p-nitrophenol (99 mg, 0.71 mmol) and DCC (147 mg, 0.71 mmol). After stirring at Rt for ca. 5 mins, the reaction mixture became a slurry due to the formation of a gel like precipitate. Stirring was continued at Rt for a further 22 h. The crude reaction mixture was diluted upon the addition of EtOAc (15 ml) then filtered. The filtrate was concentrated unde... Reactants: 1c, COC(COC1=CC(=C(C=C1)F)N)=O ((3-amino-4-fluorophenoxy)acetic acid methyl ester), C(C)OC(C(C(CC)=O)CC1=CC=C(C=C1)Br)=O (2-(4-bromobenzyl)-3-oxopentanoic acid ethyl ester). Reaction SMILES: [CH3:1][O:2][C:3](=[O:14])[CH2:4][O:5][C:6]1[CH:11]=[CH:10][C:9]([F:12])=[C:8]([NH2:13])[CH:7]=1.C([O:17][C:18](=O)[CH:19]([CH2:24][C:25]1[CH:30]=[CH:29][C:28]([Br:31])=[CH:27][CH:26]=1)[C:20](=O)[CH2:21][CH3:22])C>>[CH3:1][O:2][C:3](=[O:14])[CH2:4][O:5][C:6]1[CH:11]=[CH:10][C:9]([F:12])=[C:8]2[C:7]=1[C:18](=[O:17])[C:19]([CH2:24][C:25]1[CH:26]=[CH:27][C:28]([Br:31])=[CH:29][CH:30]=1)=[C:20]([CH2:21][CH3:22])[NH:13]2. Product: COC(COC1=C2C(C(=C(NC2=C(C=C1)F)CC)CC1=CC=C(C=C1)Br)=O)=O ([3-(4-bromobenzyl)-2-ethyl-8-fluoro-4-oxo-1,4-dihydroquinolin-5-yloxy]acetic acid methyl ester). Procedure details: The title compound was prepared by the method of Preparation 1c using (3-amino-4-fluorophenoxy)acetic acid methyl ester and 2-(4-bromobenzyl)-3-oxopentanoic acid ethyl ester. Reactants: CCOC(C)=O, CC(=O)O, O=C1CC(O)CN1Cc1ccc(Sc2ccccc2)cc1, OO. The product is O=C1CC(O)CN1Cc1ccc(S(=O)c2ccccc2)cc1. Reaction SMILES: [CH3:22][CH2:23][O:24][C:25](=[O:26])[CH3:27].[CH3:28][C:29](=[O:30])[OH:31].[OH:1][CH:2]1[CH2:3][C:4](=[O:21])[N:5]([CH2:7][c:8]2[cH:9][cH:10][c:11]([S:14][c:15]3[cH:16][cH:17][cH:18][cH:19][cH:20]3)[cH:12][cH:13]2)[CH2:6]1.[OH:32][OH:33]>>[OH:1][CH:2]1[CH2:3][C:4](=[O:21])[N:5]([CH2:7][c:8]2[cH:9][cH:10][c:11]([S:14]([c:15]3[cH:16][cH:17][cH:18][cH:19][cH:20]3)=[O:24])[cH:12][cH:13]2)[CH2:6]1. The reactants are CC1(OB(OC1(C)C)C1=CCC2(OCCO2)CC1)C (8-(4,4,5,5-Tetramethyl-[1,3,2]dioxaborolan-2-yl)-1,4-dioxa-spiro[4.5]dec-7-ene), IC1=NC=CC=C1O (2-iodo-3-hydroxypyridine), C(=O)([O-])[O-].[Na+].[Na+] (Na2CO3). Reagents/catalysts: C1(=CC=CC=C1)P(C1=CC=CC=C1)(C1=CC=CC=C1)[Pd-4](P(C1=CC=CC=C1)(C1=CC=CC=C1)C1=CC=CC=C1)(P(C1=CC=CC=C1)(C1=CC=CC=C1)C1=CC=CC=C1)P(C1=CC=CC=C1)(C1=CC=CC=C1)C1=CC=CC=C1 (tetrakis(triphenylphosphino)palladium(0)). Solvent: O1CCOCC1 (1,4-dioxane). Run at temperature 100 celsius. The product is O1CCOC12CC=C(CC2)C2=NC=CC=C2O (2-(1,4-Dioxa-spiro[4.5]dec-7-en-8-yl)-pyridin-3-ol). RXN SMILES: CC1(C)C(C)(C)OB([C:9]2[CH2:18][CH2:17][C:12]3([O:16][CH2:15][CH2:14][O:13]3)[CH2:11][CH:10]=2)O1.I[C:21]1[C:26]([OH:27])=[CH:25][CH:24]=[CH:23][N:22]=1.C([O-])([O-])=O.[Na+].[Na+]>O1CCOCC1.C1(P([Pd-4](P(C2C=CC=CC=2)(C2C=CC=CC=2)C2C=CC=CC=2)(P(C2C=CC=CC=2)(C2C=CC=CC=2)C2C=CC=CC=2)P(C2C=CC=CC=2)(C2C=CC=CC=2)C2C=CC=CC=2)(C2C=CC=CC=2)C2C=CC=CC=2)C=CC=CC=1>[O:13]1[C:12]2([CH2:17][CH2:18][C:9]([C:21]3[C:26]([OH:27])=[CH:25][CH:24]=[CH:23][N:22]=3)=[CH:10][CH2:11]2)[O:16][CH2:15][CH2:14]1 |f:2.3.4|. Reported procedure: 8-(4,4,5,5-Tetramethyl-[1,3,2]dioxaborolan-2-yl)-1,4-dioxa-spiro[4.5]dec-7-ene (prepared as described in PCT Int. Appl. WO2006064189, 0.292 g, 1.10 mmol), 2-iodo-3-hydroxypyridine (Aldrich, 0.177 g, 0.801 mmol), and tetrakis(triphenylphosphino)palladium(0) (Aldrich, 0.048 g, 0.042 mmol) were dissolved in 1,4-dioxane (9 mL), treated with 2M aqueous Na2CO3 (2.0 mL, 4.0 mmol), bubbled with argon for a few minutes, and heated to 100° C. under reflux condenser for 24 h. After cooling to ambient tempe... The reactants are ICC (Iodoethane), BrC=1C(NC=C(C1)C(F)(F)F)=O (3-bromo-5-trifluoromethyl-2(1H)-pyridone). The reagents and catalysts are C([O-])([O-])=O.[Ag+2] (silver carbonate). The solvent is CCCCCC (hexane). Conditions: time 64 hour. The product is BrC=1C(=NC=C(C1)C(F)(F)F)OCC (3-Bromo-2-ethoxy-5-trifluoromethylpyridine). Isolated yield 59.8%. Reaction SMILES: I[CH2:2][CH3:3].[Br:4][C:5]1[C:6](=[O:15])[NH:7][CH:8]=[C:9]([C:11]([F:14])([F:13])[F:12])[CH:10]=1>CCCCCC.C(=O)([O-])[O-].[Ag+2]>[Br:4][C:5]1[C:6]([O:15][CH2:2][CH3:3])=[N:7][CH:8]=[C:9]([C:11]([F:14])([F:12])[F:13])[CH:10]=1 |f:3.4|. Reported procedure: Iodoethane (1.33 ml, 16.6 mmol) was added to a suspension of 3-bromo-5-trifluoromethyl-2(1H)-pyridone (2.0 g, 8.3 mmol) and silver carbonate (1.16 g, 4.2 mmol) in hexane (50 ml) and the mixture stirred for 64 h at room temperature. The resulting suspension was filtered, the filtrate evaporated and the residue purified by chromatography on silica gel to give the product as a colourless oil (1.34 g). Starting materials: CO, ClCCl, CC1COc2c(N3CCN(C)CC3)c(F)cc3c(=O)c(C(=O)OC4COC(c5ccccc5)OC4)cn1c23, [Pd]. Product: CC1COc2c(N3CCN(C)CC3)c(F)cc3c(=O)c(C(=O)OC(CO)CO)cn1c23. As a reaction SMILES: [CH3:39][OH:40].[Cl:41][CH2:42][Cl:43].[F:1][c:2]1[cH:3][c:4]2[c:5](=[O:38])[c:6]([C:23](=[O:24])[O:25][CH:26]3[CH2:27][O:28][CH:29]([c:32]4[cH:33][cH:34][cH:35][cH:36][cH:37]4)[O:30][CH2:31]3)[cH:7][n:8]3[c:9]2[c:10]([c:11]1[N:12]1[CH2:13][CH2:14][N:15]([CH3:18])[CH2:16][CH2:17]1)[O:19][CH2:20][CH:21]3[CH3:22].[Pd:44]>>[F:1][c:2]1[cH:3][c:4]2[c:5](=[O:38])[c:6]([C:23](=[O:24])[O:25][CH:26]([CH2:27][OH:28])[CH2:31][OH:30])[cH:7][n:8]3[c:9]2[c:10]([c:11]1[N:12]1[CH2:13][CH2:14][N:15]([CH3:18])[CH2:16][CH2:17]1)[O:19][CH2:20][CH:21]3[CH3:22]. Reaction SMILES: [CH3:1][C:2]1[CH:7]=[CH:6][C:5]([CH2:8][C:9](C(S)C(O)=O)=[S:10])=[CH:4][CH:3]=1.[NH:16]([C:18]([O:20][CH3:21])=[O:19])[NH2:17]>ClCCl>[CH3:1][C:2]1[CH:3]=[CH:4][C:5]([CH2:8][C:9]([NH:17][NH:16][C:18]([O:20][CH3:21])=[O:19])=[S:10])=[CH:6][CH:7]=1. The product is CC1=CC=C(C=C1)CC(=S)NNC(=O)OC (2-[2-(4-Methylphenyl)-1-thioxoethyl]hydrazinecarboxylic acid, methyl ester). Solvent: ClCCl (dichloromethane). The reactants are CC1=CC=C(C=C1)CC(=S)C(C(=O)O)S (2-[2-(4-methylphenyl)-1-thioxoethyl]thioglycolic acid), N(N)C(=O)OC (methyl hydrazinocarboxylate). Yield: 81.8%. Procedure details: A mixture of 37.0 g of 2-[2-(4-methylphenyl)-1-thioxoethyl]thioglycolic acid, 18.2 g of methyl hydrazinocarboxylate and 250 ml of dichloromethane was heated at reflux for one hour and then evaporated in vacuo. The residue was concentrated at high vacuum and 45° C. for one hour. The oily residue was chromatographed on a 75×800mm dry column of silica gel, eluting with dichloromethane. The desired fractions were pooled and the solid crystallized from toluene-hexane, giving 30 g of the desired compo...